From a dataset of the Open Reaction Database (ORD), a public repository of structured organic reaction records. describe an organic reaction: reactants, conditions, products, and yield Reactants: C(C)(C)[N-]C(C)C.[Li+] (LDA), C(C)(C)(C)C1=CC=C(C=C1)C(C)=O (p-tert-butylacetophenone), [NH4+].[Cl-] (NH4Cl), COC1=CC=C(C=O)C=C1 (p-methoxybenzaldehyde). Run in C1CCOC1 (THF), C1CCOC1 (THF), C1CCOC1 (THF). Yields the product COC1=CC=C(C=C1)C(CC(=O)C1=CC=C(C=C1)C(C)(C)C)O (3-(4-methoxyphenyl)-3-hydroxy-1-(4-tert-butylphenyl)propan-1-one). RXN SMILES: C([N-]C(C)C)(C)C.[Li+].[C:9]([C:13]1[CH:18]=[CH:17][C:16]([C:19](=[O:21])[CH3:20])=[CH:15][CH:14]=1)([CH3:12])([CH3:11])[CH3:10].[CH3:22][O:23][C:24]1[CH:31]=[CH:30][C:27]([CH:28]=[O:29])=[CH:26][CH:25]=1.[NH4+].[Cl-]>C1COCC1>[CH3:22][O:23][C:24]1[CH:31]=[CH:30][C:27]([CH:28]([OH:29])[CH2:20][C:19]([C:16]2[CH:15]=[CH:14][C:13]([C:9]([CH3:12])([CH3:10])[CH3:11])=[CH:18][CH:17]=2)=[O:21])=[CH:26][CH:25]=1 |f:0.1,4.5|. Procedure details: 3.4 ml of LDA (lithium diisopropylamide) 1M in THF (3.4 mmol) are added under nitrogen to a solution of p-tert-butylacetophenone (500 mg, 2.8 mmol) in THF (15 ml) at −78° C. The mixture is stirred for 1 h before 5 ml of a THF solution of p-methoxybenzaldehyde (425 mg, 3.1 mmol) are added. The reaction is allowed to reach -400C over the course of 1 h. A cold aqueous solution of NH4Cl 1N is subsequently added to the reaction mixture. The resultant mixture is partitioned between water (30 ml) and d... Reactants: CC1=CC=C(C=C1)NC(=O)C1=NC(=CC(=C1)OC)Br (N-(4-methylphenyl)-6-bromo-4-methoxy-2-pyridine carboxamide), [H-].[Na+] (NaH), CC=1C=C(C=CC1)O (3-methyl phenol). The reagents and catalysts are [Cu](Cl)Cl (copper chloride). Run in CCCCCC (hexane), CN(C)C=O (DMF). Run at temperature 100 celsius, time 4 hour. The product is CC1=CC=C(C=C1)NC(=O)C1=NC(=CC(=C1)OC)OC1=CC(=CC=C1)C (N-(4-methylphenyl)-4-methoxy-6-(3-methylphenoxy)-2-pyridine carboxamide). As a reaction SMILES: [CH3:1][C:2]1[CH:3]=[C:4]([OH:8])[CH:5]=[CH:6][CH:7]=1.[H-].[Na+].[CH3:11][C:12]1[CH:17]=[CH:16][C:15]([NH:18][C:19]([C:21]2[CH:26]=[C:25]([O:27][CH3:28])[CH:24]=[C:23](Br)[N:22]=2)=[O:20])=[CH:14][CH:13]=1>CN(C=O)C.CCCCCC.[Cu](Cl)Cl>[CH3:11][C:12]1[CH:13]=[CH:14][C:15]([NH:18][C:19]([C:21]2[CH:26]=[C:25]([O:27][CH3:28])[CH:24]=[C:23]([O:8][C:4]3[CH:5]=[CH:6][CH:7]=[C:2]([CH3:1])[CH:3]=3)[N:22]=2)=[O:20])=[CH:16][CH:17]=1 |f:1.2|. Procedure details: 0.45 g (0.0019×2.2 mol) of 3-methyl phenol was dissolved in about 10 ml of DMF. The obtained solution was further mixed with 0.15 g (ca. 60% in mineral oil; 0.0019×2.0 mol) of NaH and then with 0.60 g (0.0019 mol) of N-(4-methylphenyl)-6-bromo-4-methoxy-2-pyridine carboxamide. After adding 0.19 g (0.0019×1.0 mol) of copper chloride (I), the solution was stirred at about 100° C. for about 4 hours, and then allowed to stand for cooling to room temperature. After the reaction solution was distribut... Starting materials: FC1=CC=C(C(=O)C2CCN(CC2)CCC2=C(N=C3N(C2=O)C=CC=C3)C)C=C1 (3-[2-[4-(4-fluorobenzoyl)-1-piperidinyl]ethyl]-2-methyl-4H-pyrido[1,2-a]pyrimidin-4-one), hydrochloride salt, Cl (hydrogen chloride). Run in CC(C)O (2-propanol), CC(C)O (2-propanol). Yields the product Cl.Cl.FC1=CC=C(C(=O)C2CCN(CC2)CCC2=C(N=C3N(C2=O)C=CC=C3)C)C=C1 (3-[2-[4-(4-fluorobenzoyl)-1-piperidinyl]ethyl]-2-methyl-4H-pyrido[1,2-a]pyrimidin-4-one dihydrochloride). Yield: 85.5%. RXN SMILES: [F:1][C:2]1[CH:29]=[CH:28][C:5]([C:6]([CH:8]2[CH2:13][CH2:12][N:11]([CH2:14][CH2:15][C:16]3[C:21](=[O:22])[N:20]4[CH:23]=[CH:24][CH:25]=[CH:26][C:19]4=[N:18][C:17]=3[CH3:27])[CH2:10][CH2:9]2)=[O:7])=[CH:4][CH:3]=1.[ClH:30]>CC(O)C>[ClH:30].[ClH:30].[F:1][C:2]1[CH:3]=[CH:4][C:5]([C:6]([CH:8]2[CH2:9][CH2:10][N:11]([CH2:14][CH2:15][C:16]3[C:21](=[O:22])[N:20]4[CH:23]=[CH:24][CH:25]=[CH:26][C:19]4=[N:18][C:17]=3[CH3:27])[CH2:12][CH2:13]2)=[O:7])=[CH:28][CH:29]=1 |f:3.4.5|. Reported procedure: A solution of 2 parts of 3-[2-[4-(4-fluorobenzoyl)-1-piperidinyl]ethyl]-2-methyl-4H-pyrido[1,2-a]pyrimidin-4-one in 64 parts of 2-propanol is warm acidified with 2-propanol saturated with hydrogen chloride. The formed hydrochloride salt is allowed to crystallize. It is filtered off and dried, yielding 2 parts (85.5%) of 3-[2-[4-(4-fluorobenzoyl)-1-piperidinyl]ethyl]-2-methyl-4H-pyrido[1,2-a]pyrimidin-4-one dihydrochloride; mp. +300° C. Reactants: N1=CC=C(C=C1)C=CC1=CC=C(OCCCCC#N)C=C1 (5-{4-[2-(4-Pyridinyl)-ethenyl]-phenoxy}-valeronitrile), [N-]=[N+]=[N-].[Na+] (sodium azide), [Cl-].[NH4+] (ammonium chloride), [N-]=[N+]=[N-].[Na+] (sodium azide), [Cl-].[NH4+] (ammonium chloride). Solvent: CN(C=O)C (N,N-dimethylformamide). Run at temperature 125 celsius, time 3 day. Yields the product N1=CC=C(C=C1)C=CC1=CC=C(OCCCCC2=NN=NN2)C=C1 (5-{4-{4-[2-(4-Pyridinyl)-ethenyl]-phenoxy}butyl}-1H-tetrazole). As a reaction SMILES: [N:1]1[CH:6]=[CH:5][C:4]([CH:7]=[CH:8][C:9]2[CH:21]=[CH:20][C:12]([O:13][CH2:14][CH2:15][CH2:16][CH2:17][C:18]#[N:19])=[CH:11][CH:10]=2)=[CH:3][CH:2]=1.[N-:22]=[N+:23]=[N-:24].[Na+].[Cl-].[NH4+]>CN(C)C=O>[N:1]1[CH:6]=[CH:5][C:4]([CH:7]=[CH:8][C:9]2[CH:10]=[CH:11][C:12]([O:13][CH2:14][CH2:15][CH2:16][CH2:17][C:18]3[NH:24][N:23]=[N:22][N:19]=3)=[CH:20][CH:21]=2)=[CH:3][CH:2]=1 |f:1.2,3.4|. Procedure details: A mixture of 5.3 g (19 mmol) of compound of Example 1, 3.7 g (57 mmol) sodium azide, 3.0 g (57 mmol) ammonium chloride and 40 ml N,N-dimethylformamide is stirred for 3 days at 125° C. One adds thereto a further 2.5 g sodium azide and 2.0 g ammonium chloride, stirs for a further 6 h at 125° C., evaporates, takes up the residue in water, extracts with dichloromethane, dries, evaporates and triturates with 2-propanol. There remain 2.7 g of title compound (44% of theory) of the m.p. 158°-159° C. Reactants: C(C1=CC=CC=C1)O[C@H](C(=O)OC)C ((S)-methyl 2-(benzyloxy)propanoate), CC(C)C[AlH]CC(C)C (DIBAL). Solvent: C1(=CC=CC=C1)C (toluene). Run at temperature -2.5 celsius, time 3 hour. The product is C(C1=CC=CC=C1)O[C@H](C=O)C ((S)-2-(benzyloxy)propanal). Reaction SMILES: [CH2:1]([O:8][C@@H:9]([CH3:14])[C:10](OC)=[O:11])[C:2]1[CH:7]=[CH:6][CH:5]=[CH:4][CH:3]=1.CC(C[AlH]CC(C)C)C>C1(C)C=CC=CC=1>[CH2:1]([O:8][C@@H:9]([CH3:14])[CH:10]=[O:11])[C:2]1[CH:7]=[CH:6][CH:5]=[CH:4][CH:3]=1. Procedure: A mixture of (S)-methyl 2-(benzyloxy)propanoate compound of formula-14 obtained in example-11 (100 g) and toluene (200 ml) was cooled to −75 to 70° C. under nitrogen atmosphere. DIBAL (500 ml) was added to the reaction mixture and stirred for 3 hours at the same temperature. After completion of the reaction, the reaction mixture was quenched with methanol and 30% hydrochloric acid was added to it at −75 to −70° C. Temperature of reaction mixture was raised to 25-30° C. Both organic and aqueous l... Reactants: CC1(CNCC1)N1CCC(CC1)N1C(N[C@H]2[C@H]1CCCC2)=O ((3aR,7aR)-1-[1-(3-methylpyrrolidin-3-yl)-4-piperidyl]-3a,4,5,6,7,7a-hexahydro-3H-benzoimidazol-2-one), ClC(=O)OCC (ethyl chloroformate). Yields the product O=C1N[C@H]2[C@H](N1C1CCN(CC1)C1(CN(CC1)C(=O)OCC)C)CCCC2 (Ethyl 3-[4-[(3aR,7aR)-2-oxo-3a,4,5,6,7,7a-hexahydro-3H-benzoimidazol-1-yl]-1-piperidyl]-3-methyl-pyrrolidine-1-carboxylate), gum. As a reaction SMILES: [CH3:1][C:2]1([N:7]2[CH2:12][CH2:11][CH:10]([N:13]3[C@@H:17]4[CH2:18][CH2:19][CH2:20][CH2:21][C@H:16]4[NH:15][C:14]3=[O:22])[CH2:9][CH2:8]2)[CH2:6][CH2:5][NH:4][CH2:3]1.Cl[C:24]([O:26][CH2:27][CH3:28])=[O:25]>>[O:22]=[C:14]1[N:13]([CH:10]2[CH2:11][CH2:12][N:7]([C:2]3([CH3:1])[CH2:6][CH2:5][N:4]([C:24]([O:26][CH2:27][CH3:28])=[O:25])[CH2:3]3)[CH2:8][CH2:9]2)[C@@H:17]2[CH2:18][CH2:19][CH2:20][CH2:21][C@H:16]2[NH:15]1. Reported procedure: Following the procedure used in step G of the example 8 and starting with (3aR,7aR)-1-[1-(3-methylpyrrolidin-3-yl)-4-piperidyl]-3a,4,5,6,7,7a-hexahydro-3H-benzoimidazol-2-one (160 mg, 0.522 mmol) and ethyl chloroformate (85 mg, 0.783 mmol), the title compound was obtained as a gum (120 mg). 1H NMR (Methanol-D4) δ 4.60 (brs, 1H), 4.13-4.08 (q, 2H), 3.74-3.51 (m, 4H), 3.43-3.34 (m, 2H), 3.20 (br d, 1H), 3.04-2.90 (m, 3H), 2.73 (br s, 1H), 2.4-2.31 (m, 3H), 1.98-1.60 (br m, 8H), 1.43 (m, 3H), 1.25 ... The reactants are CCOC(C)=O, CCOC(=O)c1ccc(F)cc1, [K+], [K+], CC(C)(C)OC(=O)N1CCNCC1, O=C([O-])[O-], CN(C)C=O. Product: CCOC(=O)c1ccc(N2CCN(C(=O)OC(C)(C)C)CC2)cc1. As a reaction SMILES: [CH3:37][CH2:38][O:39][C:40]([CH3:41])=[O:42].[F:14][c:15]1[cH:16][cH:17][c:18]([C:19](=[O:20])[O:21][CH2:22][CH3:23])[cH:24][cH:25]1.[K+:26].[K+:27].[N:1]1([C:7](=[O:8])[O:9][C:10]([CH3:11])([CH3:12])[CH3:13])[CH2:2][CH2:3][NH:4][CH2:5][CH2:6]1.[O-:28][C:29]([O-:30])=[O:31].[O:32]=[CH:33][N:34]([CH3:35])[CH3:36]>>[N:1]1([C:7](=[O:8])[O:9][C:10]([CH3:11])([CH3:12])[CH3:13])[CH2:2][CH2:3][N:4]([c:15]2[cH:16][cH:17][c:18]([C:19](=[O:20])[O:21][CH2:22][CH3:23])[cH:24][cH:25]2)[CH2:5][CH2:6]1. Starting materials: O1CC(CC1)N1N=CC(=C1)B1OC(C(O1)(C)C)(C)C (1-(Tetrahydrofuran-3-yl)-4-(4,4,5,5-tetramethyl-1,3,2-dioxaborolan-2-yl)-1H-pyrazole), ClCCl (dichloromethane), BrC=1C=NC(=NC1)N (5-bromopyrimidin-2-amine), C([O-])([O-])=O.[K+].[K+] (potassium carbonate). Reagents/catalysts: C1=CC=C(C=C1)P([C-]2C=CC=C2)C3=CC=CC=C3.C1=CC=C(C=C1)P([C-]2C=CC=C2)C3=CC=CC=C3.Cl[Pd]Cl.[Fe+2] ([1,1′-bis(diphenylphosphino)ferrocene]dichloropalladium(II)). The solvent is O1CCOCC1 (1,4-dioxane), O (water), CCO (EtOH). Conditions: temperature 100 celsius. Product: O1CC(CC1)N1N=CC(=C1)C=1C=NC(=NC1)N (5-[1-(tetrahydrofuran-3-yl)-1H-pyrazol-4-yl]pyrimidin-2-amine). RXN SMILES: [O:1]1[CH2:5][CH2:4][CH:3]([N:6]2[CH:10]=[C:9](B3OC(C)(C)C(C)(C)O3)[CH:8]=[N:7]2)[CH2:2]1.Br[C:21]1[CH:22]=[N:23][C:24]([NH2:27])=[N:25][CH:26]=1.C(=O)([O-])[O-].[K+].[K+].ClCCl>O1CCOCC1.C1C=CC(P(C2C=CC=CC=2)[C-]2C=CC=C2)=CC=1.C1C=CC(P(C2C=CC=CC=2)[C-]2C=CC=C2)=CC=1.Cl[Pd]Cl.[Fe+2].O.CCO>[O:1]1[CH2:5][CH2:4][CH:3]([N:6]2[CH:10]=[C:9]([C:21]3[CH:22]=[N:23][C:24]([NH2:27])=[N:25][CH:26]=3)[CH:8]=[N:7]2)[CH2:2]1 |f:2.3.4,7.8.9.10|. Procedure details: To a solution of 1-(Tetrahydrofuran-3-yl)-4-(4,4,5,5-tetramethyl-1,3,2-dioxaborolan-2-yl)-1H-pyrazole (110 mg, 0.42 mmol) in 1,4-dioxane (3 mL) was added EtOH (1 mL) and water (0.4 mL). The following reagents were added successively: 5-bromopyrimidin-2-amine (75 mg, 0.43 mmol), potassium carbonate (180 mg, 1.3 mmol), and [1,1′-bis(diphenylphosphino)ferrocene]dichloropalladium(II), complex with dichloromethane (1:1) (20 mg, 0.02 mmol). The vessel was purged several times with N2 and heated to 100... The reactants are BrCCBr, CCC1CCCC(I)C1, C[Si](C)(C)Cl, CSc1nsc(Cl)n1, ClCCl, Cl[Pd]Cl, C1CCOC1, [Zn]. Yields the product CCC1CCCC(c2nc(SC)ns2)C1. RXN SMILES: [Br:1][CH2:2][CH2:3][Br:4].[CH2:10]([CH3:11])[CH:12]1[CH2:13][CH:14]([I:18])[CH2:15][CH2:16][CH2:17]1.[CH3:5][Si:6]([Cl:7])([CH3:8])[CH3:9].[Cl:19][c:20]1[n:21][c:22]([S:25][CH3:26])[n:23][s:24]1.[Cl:28][CH2:29][Cl:30].[Cl:31][Pd:32][Cl:33].[O:34]1[CH2:35][CH2:36][CH2:37][CH2:38]1.[Zn:27]>>[CH2:10]([CH3:11])[CH:12]1[CH2:13][CH:14]([c:20]2[n:21][c:22]([S:25][CH3:26])[n:23][s:24]2)[CH2:15][CH2:16][CH2:17]1. Starting materials: S1C(=CC=C1)NC1=C2C(=NC=C1C(=O)OCC)C=NN2 (Ethyl 7-thienylamino-1H-pyrazolo[4,3-b]pyridine-6-carboxylate), [OH-].[Na+] (sodium hydroxide). Run in C(C)O (ethanol). Yields the product S1C(=CC=C1)NC1=C2C(=NC=C1)C=NN2 (7-Thienylamino-1H-pyrazolo[4,3-b]pyridine). Reaction SMILES: [S:1]1[CH:5]=[CH:4][CH:3]=[C:2]1[NH:6][C:7]1[C:12](C(OCC)=O)=[CH:11][N:10]=[C:9]2[CH:18]=[N:19][NH:20][C:8]=12.[OH-].[Na+]>C(O)C>[S:1]1[CH:5]=[CH:4][CH:3]=[C:2]1[NH:6][C:7]1[CH:12]=[CH:11][N:10]=[C:9]2[CH:18]=[N:19][NH:20][C:8]=12 |f:1.2|. Procedure: Ethyl 7-thienylamino-1H-pyrazolo[4,3-b]pyridine-6-carboxylate (0.600 g) was converted to the corresponding acid by heating under reflux with a 2% sodium hydroxide solution in ethanol (50 ml). The ethanol was removed under reduced pressure and the residue diluted with water (5 ml) and acidified to pH5 with dilute hydrochloric acid. The resulting acid was filtered off and dried, mp 255°-259° C.